This data is from the Open Reaction Database (ORD), a public repository of structured organic reaction records. The task is: describe an organic reaction: reactants, conditions, products, and yield Starting materials: CC(=O)OCC[NH-], CC(Cl)Cl, Nc1c(I)c(C(=O)O)c(I)c(C(=O)O)c1I, C1CCOC1, O=S(Cl)Cl. Reaction SMILES: [C:1]([CH3:2])(=[O:3])[O:4][CH2:5][CH2:6][NH-:7].[Cl:33][CH:34]([Cl:35])[CH3:36].[NH2:8][c:9]1[c:10]([I:23])[c:11]([C:20](=[O:21])[OH:22])[c:12]([I:19])[c:13]([C:14](=[O:15])[OH:16])[c:17]1[I:18].[O:28]1[CH2:29][CH2:30][CH2:31][CH2:32]1.[S:24]([Cl:25])([Cl:26])=[O:27]>>[C:1]([CH3:2])(=[O:3])[O:4][CH2:5][CH2:6][NH-:7].[Cl-:26].[NH2:8][c:9]1[c:10]([I:23])[c:11]([C:20](=[O:21])[OH:22])[c:12]([I:19])[c:13]([C:14](=[O:15])[OH:16])[c:17]1[I:18]. Product: CC(=O)OCC[NH-], [Cl-], Nc1c(I)c(C(=O)O)c(I)c(C(=O)O)c1I. The reactants are N1N=CC=C1 (pyrazole), NCCC1=CC=C(C#N)C=C1 (4-(2-Aminoethyl)benzonitrile), amidine, CN(C(=O)C1=NNC(=C1Br)NC(C1=C(C=CC=C1)Cl)=O)[C@H](C)C1=CC=CC=C1 ((R)-4-Bromo-5-(2-chloro-benzoylamino)-1H-pyrazole-3-carboxylic acid methyl-(1-phenyl-ethyl)-amide), ClC1=C(C(=O)Cl)C=CC=C1 (2-chlorobenzoyl chloride). Yields the product N1C(=NCC1)C1=CC=C(C=C1)CCNC(=O)C1=NN(C(=C1Br)NC(C1=C(C=CC=C1)Cl)=O)C (4-bromo-5-(2-chloro-benzoylamino)-1-methyl-pyrazole-3-carboxylic acid {2-[4-(4,5-dihydro-1H-imidazol-2-yl)-phenyl]ethyl}amide). RXN SMILES: [NH:1]1[CH:5]=[CH:4]C=N1.[CH3:6][N:7]([C@@H](C1C=CC=CC=1)C)[C:8]([C:10]1[C:14]([Br:15])=[C:13]([NH:16][C:17](=[O:25])[C:18]2[CH:23]=[CH:22][CH:21]=[CH:20][C:19]=2[Cl:24])[NH:12][N:11]=1)=[O:9].Cl[C:35]1C=CC=CC=1C(Cl)=O.NC[CH2:46][C:47]1[CH:54]=[CH:53][C:50]([C:51]#[N:52])=[CH:49][CH:48]=1>>[NH:1]1[CH2:5][CH2:4][N:52]=[C:51]1[C:50]1[CH:49]=[CH:48][C:47]([CH2:46][CH2:6][NH:7][C:8]([C:10]2[C:14]([Br:15])=[C:13]([NH:16][C:17](=[O:25])[C:18]3[CH:23]=[CH:22][CH:21]=[CH:20][C:19]=3[Cl:24])[N:12]([CH3:35])[N:11]=2)=[O:9])=[CH:54][CH:53]=1. Reported procedure: The pyrazole acid, prepared by coupling methyl ester 85 (Procedure 26) with 2-chlorobenzoyl chloride (21) followed by hydrolysis and bromination as shown in Procedure 8, was coupled to amine 169 (Procedure 34) using the method of Procedure 10. Formation of the amidine using the method of Procedure 33. Reactants: CON(C(=O)C=1N=NN(C1)CC1=CC=C(C=C1)OC)C (N-methoxy-1-(4-methoxybenzyl)-N-methyl-1H-1,2,3-triazole-4-carboxamide), C[Mg]Br (methyl magnesium bromide). Solvent: C1CCOC1 (THF). Run at time 8 hour. Product: COC1=CC=C(CN2N=NC(=C2)C(C)=O)C=C1 (1-[-(4-methoxybenzyl)-1H-1,2,3-triazol-4-yl]ethanone). Isolated yield 115.3%. Reaction SMILES: CON(C)[C:4]([C:6]1[N:7]=[N:8][N:9]([CH2:11][C:12]2[CH:17]=[CH:16][C:15]([O:18][CH3:19])=[CH:14][CH:13]=2)[CH:10]=1)=[O:5].[CH3:21][Mg]Br>C1COCC1>[CH3:19][O:18][C:15]1[CH:14]=[CH:13][C:12]([CH2:11][N:9]2[CH:10]=[C:6]([C:4](=[O:5])[CH3:21])[N:7]=[N:8]2)=[CH:17][CH:16]=1. Reported procedure: To a solution of N-methoxy-1-(4-methoxybenzyl)-N-methyl-1H-1,2,3-triazole-4-carboxamide (8.0 g, 0.03 mol) in anhydrous THF (75 mL) was added dropwise methyl magnesium bromide (3.0 M in hexane, 20 mL, 0.058 mol) at 0° C. After the addition, the mixture was stirred at RT overnight. The mixture was quenched with sat. aq. NH4Cl (30 mL) then extracted with CH2Cl2 (3×50 mL). The organics were combined, washed with 1 N aq. NaOH (3×20 mL), water (3×20 mL), brine (50 mL), dried over MgSO4 and evaporated ...